Dataset: the Open Reaction Database (ORD), a public repository of structured organic reaction records. Task: describe an organic reaction: reactants, conditions, products, and yield Starting materials: C(C)OC(=O)C=1C=NC2=C(C=CC=C2C1NC1CCCC1)OC (4-cyclopentylamino-8-methoxy-quinoline-3-carboxylic acid ethyl ester), C1(=CC=CC=C1)N=C=O (phenyl isocyanate). The product is C1(CCCC1)N1C(N(C(C=2C=NC=3C(=CC=CC3C21)OC)=O)C2=CC=CC=C2)=O (1-Cyclopentyl-7-methoxy-3-phenyl-1H-pyrimido[5,4-c]quinoline-2,4-dione). Isolated yield 74.9%. Reaction SMILES: C(O[C:4]([C:6]1[CH:7]=[N:8][C:9]2[C:14]([C:15]=1[NH:16][CH:17]1[CH2:21][CH2:20][CH2:19][CH2:18]1)=[CH:13][CH:12]=[CH:11][C:10]=2[O:22][CH3:23])=[O:5])C.[C:24]1([N:30]=[C:31]=[O:32])[CH:29]=[CH:28][CH:27]=[CH:26][CH:25]=1>>[CH:17]1([N:16]2[C:15]3[C:14]4[CH:13]=[CH:12][CH:11]=[C:10]([O:22][CH3:23])[C:9]=4[N:8]=[CH:7][C:6]=3[C:4](=[O:5])[N:30]([C:24]3[CH:29]=[CH:28][CH:27]=[CH:26][CH:25]=3)[C:31]2=[O:32])[CH2:18][CH2:19][CH2:20][CH2:21]1. Procedure: 1-Cyclopentyl-7-methoxy-3-phenyl-1H-pyrimido[5,4-c]quinoline-2,4-dione (29 mg) was prepared from 4-cyclopentylamino-8-methoxy-quinoline-3-carboxylic acid ethyl ester (0.10 mmol) and phenyl isocyanate (0.4 mmol) following general procedure C. LCMS: m/z 388 [M+1]+. The reactants are C1(CCC1)CC(O)(C1=CC=2C(=NC=CC2)N1)C1=CC=C(C=C1)SC (2-cyclobutyl-1-(4-methylsulfanyl-phenyl)-1-(1H-pyrrolo[2,3-b]pyridin-2-yl)-ethanol), I(=O)(=O)(=O)[O-].[Na+] (sodium metaperiodate). The solvent is CO (methanol), O (water). Reaction conditions: time 12 hour. Product: C1(CCC1)CC(O)(C1=CC=2C(=NC=CC2)N1)C1=CC=C(C=C1)S(=O)C (2-cyclobutyl-1-(4-methanesulfinyl-phenyl)-1-(1H-pyrrolo[2,3-b]pyridin-2-yl)-ethanol). Isolated yield 99.9%. As a reaction SMILES: [CH:1]1([CH2:5][C:6]([C:17]2[CH:22]=[CH:21][C:20]([S:23][CH3:24])=[CH:19][CH:18]=2)([C:8]2[NH:16][C:11]3=[N:12][CH:13]=[CH:14][CH:15]=[C:10]3[CH:9]=2)[OH:7])[CH2:4][CH2:3][CH2:2]1.I([O-])(=O)(=O)=[O:26].[Na+]>CO.O>[CH:1]1([CH2:5][C:6]([C:17]2[CH:18]=[CH:19][C:20]([S:23]([CH3:24])=[O:26])=[CH:21][CH:22]=2)([C:8]2[NH:16][C:11]3=[N:12][CH:13]=[CH:14][CH:15]=[C:10]3[CH:9]=2)[OH:7])[CH2:4][CH2:3][CH2:2]1 |f:1.2|. Procedure: A solution of 2-cyclobutyl-1-(4-methylsulfanyl-phenyl)-1-(1H-pyrrolo[2,3-b]pyridin-2-yl)-ethanol (90 mg, 0.266 mmol) in methanol (6 mL) was added a sodium metaperiodate (171 mg, 0.798 mmol) solution in water (3 mL). The resulting mixture was stirred for 12 h at room temperature, extracted with ethyl acetate (3×20 mL), dried over anhydrous sodium sulfate, concentrated in vacuo to afford 2-cyclobutyl-1-(4-methanesulfinyl-phenyl)-1-(1H-pyrrolo[2,3-b]pyridin-2-yl)-ethanol (94.2 mg, 100%) which was u... The reactants are ClC1=C2N=CN(C2=NC=N1)[C@H]1[C@H]([C@H](OC(C2=CC=CC=C2)=O)[C@H](O1)COC(C1=CC=CC=C1)(C1=CC=CC=C1)C1=CC=CC=C1)F (6-Chloro-9-(5-O-trityl-3-O-benzoyl-2-deoxy-2-fluoro-β-D-arabinofuranosyl)-9-H-purine), N (ammonia). Conditions: time 2 day. Yields the product C(C1=CC=CC=C1)(C1=CC=CC=C1)(C1=CC=CC=C1)OC[C@@H]1[C@H]([C@@H]([C@@H](O1)N1C2=NC=NC(=C2N=C1)N)F)O (9-(5-O-trityl-2-deoxy-2-fluoro-β-D-arabinofuranosyl) adenine). Isolated yield 73.0%. As a reaction SMILES: Cl[C:2]1[N:10]=[CH:9][N:8]=[C:7]2[C:3]=1[N:4]=[CH:5][N:6]2[C@@H:11]1[O:24][C@H:23]([CH2:25][O:26][C:27]([C:40]2[CH:45]=[CH:44][CH:43]=[CH:42][CH:41]=2)([C:34]2[CH:39]=[CH:38][CH:37]=[CH:36][CH:35]=2)[C:28]2[CH:33]=[CH:32][CH:31]=[CH:30][CH:29]=2)[C@@H:13]([O:14]C(=O)C2C=CC=CC=2)[C@@H:12]1[F:46].[NH3:47]>>[C:27]([O:26][CH2:25][C@H:23]1[O:24][C@@H:11]([N:6]2[CH:5]=[N:4][C:3]3[C:7]2=[N:8][CH:9]=[N:10][C:2]=3[NH2:47])[C@@H:12]([F:46])[C@@H:13]1[OH:14])([C:40]1[CH:41]=[CH:42][CH:43]=[CH:44][CH:45]=1)([C:34]1[CH:35]=[CH:36][CH:37]=[CH:38][CH:39]=1)[C:28]1[CH:29]=[CH:30][CH:31]=[CH:32][CH:33]=1. Procedure details: 6-Chloro-9-(5-O-trityl-3-O-benzoyl-2-deoxy-2-fluoro-β-D-arabinofuranosyl)-9-H-purine (3.15 g, 4.98 mmol) was dissolved in 100 ml methanolic ammonia (saturated at 0° C.) and left in a sealed tube at 100° C. for 2 days. After cooling, the solvent was carefully distilled off, and the residues were dissolved in 100 ml chloroform. The insolubles were filtered off and the solution was applied to a silica gel column (3.5×50 cm) and eluted with 3 to 10% ethanol/methylene chloride solution (4000 ml). Pro...